From a dataset of the Open Reaction Database (ORD), a public repository of structured organic reaction records. describe an organic reaction: reactants, conditions, products, and yield Reactants: CC(=O)O[BH-](OC(C)=O)OC(C)=O, C=O, COCCC1CN(C2=Nc3ccccc3Nc3ccc(C)cc32)CCN1, ClCCCl, [Na+]. The product is COCCC1CN(C2=Nc3ccccc3Nc3ccc(C)cc32)CCN1C. As a reaction SMILES: [C:29]([O:30][BH-:31]([O:32][C:33](=[O:34])[CH3:35])[O:36][C:37](=[O:38])[CH3:39])(=[O:40])[CH3:41].[CH2:27]=[O:28].[CH3:1][c:2]1[cH:3][c:4]2[c:5]([cH:25][cH:26]1)[NH:6][c:7]1[c:8]([cH:21][cH:22][cH:23][cH:24]1)[N:9]=[C:10]2[N:11]1[CH2:12][CH:13]([CH2:17][CH2:18][O:19][CH3:20])[NH:14][CH2:15][CH2:16]1.[Cl:43][CH2:44][CH2:45][Cl:46].[Na+:42]>>[CH3:1][c:2]1[cH:3][c:4]2[c:5]([cH:25][cH:26]1)[NH:6][c:7]1[c:8]([cH:21][cH:22][cH:23][cH:24]1)[N:9]=[C:10]2[N:11]1[CH2:12][CH:13]([CH2:17][CH2:18][O:19][CH3:20])[N:14]([CH3:29])[CH2:15][CH2:16]1.